Dataset: the Open Reaction Database (ORD), a public repository of structured organic reaction records. Task: describe an organic reaction: reactants, conditions, products, and yield Reactants: ClC1=C(N=CC(=N1)N1C[C@@H](CCC1)NC(N(C)C)=O)C#N ((R)-3-(1-(6-chloro-5-cyanopyrazin-2-yl)piperidin-3-yl)-1,1-dimethylurea), FC1=CC=C(N)C=C1 (4-fluoroaniline), C([O-])([O-])=O.[Cs+].[Cs+] (cesium carbonate), C=1C=CC(=CC1)P(C=2C=CC=CC2)C3=CC=C4C=CC=CC4=C3C5=C6C=CC=CC6=CC=C5P(C=7C=CC=CC7)C=8C=CC=CC8 (BINAP). The reagents and catalysts are CC(=O)[O-].CC(=O)[O-].[Pd+2] (Pd(OAc)2). Run in O1CCOCC1 (dioxane), CCOC(=O)C (EtOAc). Reaction conditions: temperature 115 celsius, time 1 hour. The product is C(#N)C=1N=CC(=NC1NC1=CC=C(C=C1)F)N1C[C@@H](CCC1)NC(N(C)C)=O ((R)-3-(1-(5-cyano-6-(4-fluorophenylamino)pyrazin-2-yl)piperidin-3-yl)-1,1-dimethylurea). Reaction SMILES: Cl[C:2]1[N:7]=[C:6]([N:8]2[CH2:13][CH2:12][CH2:11][C@@H:10]([NH:14][C:15](=[O:19])[N:16]([CH3:18])[CH3:17])[CH2:9]2)[CH:5]=[N:4][C:3]=1[C:20]#[N:21].[F:22][C:23]1[CH:29]=[CH:28][C:26]([NH2:27])=[CH:25][CH:24]=1.C(=O)([O-])[O-].[Cs+].[Cs+].C1C=CC(P(C2C(C3C(P(C4C=CC=CC=4)C4C=CC=CC=4)=CC=C4C=3C=CC=C4)=C3C(C=CC=C3)=CC=2)C2C=CC=CC=2)=CC=1>O1CCOCC1.CCOC(C)=O.CC([O-])=O.CC([O-])=O.[Pd+2]>[C:20]([C:3]1[N:4]=[CH:5][C:6]([N:8]2[CH2:13][CH2:12][CH2:11][C@@H:10]([NH:14][C:15](=[O:19])[N:16]([CH3:18])[CH3:17])[CH2:9]2)=[N:7][C:2]=1[NH:27][C:26]1[CH:28]=[CH:29][C:23]([F:22])=[CH:24][CH:25]=1)#[N:21] |f:2.3.4,8.9.10|. Procedure: (R)-3-(1-(6-chloro-5-cyanopyrazin-2-yl)piperidin-3-yl)-1,1-dimethylurea (222, 40 mg, 0.13 mmol), 4-fluoroaniline (29 mg, 0.26 mmol), fine-powder cesium carbonate (170 mg, 0.52 mmol), Pd(OAc)2 (10 mg, 0.04 mmol), BINAP (25 mg, 0.04 mmol) in 15 mL dioxane was degassed with nitrogen stream for 3 mM It was then stirred in 115° C. bath in nitrogen atmosphere for 1 hour. The mixture was cooled to RT, diluted with 60 mL EtOAc, and filtered. The filtrate was concentrated in vacuo and subjected to silica...